From a dataset of the Open Reaction Database (ORD), a public repository of structured organic reaction records. describe an organic reaction: reactants, conditions, products, and yield Reaction SMILES: [O:1]1[C:6]2=[C:7]3[C:12](=[CH:13][CH:14]=[C:5]2[O:4][CH2:3][C@@H:2]1[CH2:15]OS(C1C=CC(C)=CC=1)(=O)=O)[N:11]=[CH:10][N:9]=[CH:8]3.[F:27][C:28]1[CH:29]=[C:30]2[C:34](=[CH:35][CH:36]=1)[NH:33][CH:32]=[C:31]2[C:37]1[CH2:38][CH2:39][NH:40][CH2:41][CH:42]=1.C(=O)(O)[O-].[Na+]>CN(C=O)C.C1COCC1>[F:27][C:28]1[CH:29]=[C:30]2[C:34](=[CH:35][CH:36]=1)[NH:33][CH:32]=[C:31]2[C:37]1[CH2:38][CH2:39][N:40]([CH2:15][CH:2]2[O:1][C:6]3=[C:7]4[C:12](=[CH:13][CH:14]=[C:5]3[O:4][CH2:3]2)[N:11]=[CH:10][N:9]=[CH:8]4)[CH2:41][CH:42]=1 |f:2.3,4.5|. Reported procedure: (2R)-2,3-Dihydro-1,4-dioxino[2,3-f]quinazolin-2-ylmethyl-4-methylbenzenesulfonate (800 mg, 3.7 mmole) was dissolved in a mixture of DMF/THF 1:1 v/v (30 mL) and 5-fluoro-3-(1,2,3,6-tetrahydro-4-pyridinyl)-1H-indole (800 mg, 4 mmole) added, followed by the addition of sodium bicarbonate (1.0 gm, 9.4 mmole) and the mixture was refluxed under nitrogen for 18 hours. The solvent was evaporated under vacuum and the residue partitioned between methylene chloride and water. The organic phase was separate... Starting materials: O1[C@H](COC=2C1=C1C=NC=NC1=CC2)COS(=O)(=O)C2=CC=C(C=C2)C ((2R)-2,3-Dihydro-1,4-dioxino[2,3-f]quinazolin-2-ylmethyl-4-methylbenzenesulfonate), FC=1C=C2C(=CNC2=CC1)C=1CCNCC1 (5-fluoro-3-(1,2,3,6-tetrahydro-4-pyridinyl)-1H-indole), C([O-])(O)=O.[Na+] (sodium bicarbonate). Solvent: CN(C)C=O.C1CCOC1 (DMF THF). The product is FC=1C=C2C(=CNC2=CC1)C=1CCN(CC1)CC1COC=2C(=C3C=NC=NC3=CC2)O1 (2-[(4-(5-Fluoro-1H-indol-3-yl)-3,6-dihydropyridin-1(2H)-yl)methyl]-2,3-dihydro[1,4]dioxino[2,3-f]quinazoline), hemihydrate. Reactants: [H-].[Na+] (sodium hydride), ice, O1C(CC(=O)OCC(C)C)C1 (isobutyl 3,4-epoxybutanoate), [H-].[Na+] (sodium hydride). Solvent: C1(=CC=CC=C1)C (toluene). Reaction conditions: temperature 2.5 celsius, time 1 hour. Product: OC/C=C/C(=O)OCC(C)C (Isobutyl (E)-4-hydroxyl-2-butenoate). Isolated yield 58.2%. As a reaction SMILES: [O:1]1[CH2:11][CH:2]1[CH2:3][C:4]([O:6][CH2:7][CH:8]([CH3:10])[CH3:9])=[O:5].[H-].[Na+]>C1(C)C=CC=CC=1>[OH:1][CH2:11]/[CH:2]=[CH:3]/[C:4]([O:6][CH2:7][CH:8]([CH3:10])[CH3:9])=[O:5] |f:1.2|. Procedure details: To an ice cold solution of isobutyl 3,4-epoxybutanoate (300 g, 1.9 mol) in toluene (2.5 l), sodium hydride (55% suspension in oil, 3 g, 0.07 mol) was added portionwise. The solution was stirred at 0-5° C. for 1 hour, then 55% sodium hydride (3 g, 0.07 mol) was added again. After stirring at room temperature for 1 hour the solution was washed with brine (0.4 l ) containing 10% hydrochloric acid (60 ml), then twice with brine (300 ml each). The organic solution was dried over anhydrous sodium sulf... Reactants: C(C1=CC=CC=C1)OC(=O)NCCC=1N=CNC1C(=O)OC (4-[2-(N-Benzyloxycarbonylamino)ethyl]5-methoxycarbonylimidazole), C(C)(=O)O.Br (hydrogenbromide acetic acid). RXN SMILES: C(OC([NH:11][CH2:12][CH2:13][C:14]1[N:15]=[CH:16][NH:17][C:18]=1[C:19]([O:21][CH3:22])=[O:20])=O)C1C=CC=CC=1.C(O)(=O)C.[BrH:27]>>[BrH:27].[BrH:27].[NH2:11][CH2:12][CH2:13][C:14]1[N:15]=[CH:16][NH:17][C:18]=1[C:19]([O:21][CH3:22])=[O:20] |f:1.2,3.4.5|. Yields the product Br.Br.NCCC=1N=CNC1C(=O)OC (4-(2-aminoethyl)-5-methoxycarbonylimidazole dihydrobromide). Procedure: 4-[2-(N-Benzyloxycarbonylamino)ethyl]5-methoxycarbonylimidazole (1.2 g) is dissolved in 30% hydrogenbromide acetic acid solution (20 ml) and the solution is stirred at room temperature for 30 minutes. The reaction mixture is concentrated under reduced pressure and the residue is triturated with ether to give 4-(2-aminoethyl)-5-methoxycarbonylimidazole dihydrobromide. To the thus-obtained product are added dimethylformamide (20 ml), N-tert-butoxycarbonyl-L-phenylalanyl-L-phenylalanine (1.65 g) an... Conditions: time 30 minute. Starting materials: CC1C(C1)CO ((2-methylcyclopropyl)methanol), [N+](=O)([O-])C1=C(C#N)C(=CC=C1)[N+](=O)[O-] (2,6-dinitrobenzonitrile). The product is CC1C(C1)COC1=C(C#N)C(=CC=C1)[N+](=O)[O-] (2-((2-methylcyclopropyl)methoxy)-6-nitrobenzonitrile). Yield: 81.0%. Reaction SMILES: [CH3:1][CH:2]1[CH2:4][CH:3]1[CH2:5][OH:6].[N+:7]([C:10]1[CH:17]=[CH:16][CH:15]=[C:14]([N+]([O-])=O)[C:11]=1[C:12]#[N:13])([O-:9])=[O:8]>>[CH3:1][CH:2]1[CH2:4][CH:3]1[CH2:5][O:6][C:14]1[CH:15]=[CH:16][CH:17]=[C:10]([N+:7]([O-:9])=[O:8])[C:11]=1[C:12]#[N:13]. Procedure details: Prepared as in Example 166d from (2-methylcyclopropyl)methanol and 2,6-dinitrobenzonitrile in 81% yield. MS 233 (MH+).